This data is from the Open Reaction Database (ORD), a public repository of structured organic reaction records. The task is: describe an organic reaction: reactants, conditions, products, and yield Starting materials: C(C)(=O)C=1OC2=C(C1)C=CC=C2 (2-acetylbenzofuran), O (H2O), CCO (EtOH), C1(=C(C=CC=C1)CN)C (2-tolylmethylamine), CO[2H] (MeOD). RXN SMILES: [C:1]([C:4]1[O:5][C:6]2[CH:12]=[CH:11][CH:10]=[CH:9][C:7]=2[CH:8]=1)(=[O:3])[CH3:2].[C:13]1([CH3:21])[CH:18]=[CH:17][CH:16]=[CH:15][C:14]=1[CH2:19][NH2:20].[CH3:22][O:23][2H].[OH2:25].[CH3:26]C[OH:28]>>[C:22]([OH:23])(=[O:28])/[CH:8]=[CH:4]\[C:1]([OH:3])=[O:25].[O:5]1[C:6]2=[CH:12][CH:11]=[CH:10][C:9]2=[CH:7][CH:8]=[C:4]1[CH:1]1[C:2]2[C:15](=[CH:16][CH:17]=[CH:18][C:13]=2[CH3:21])[CH2:14][CH2:19][N:20]1[CH3:26] |f:5.6|. Yield: 99.0%. Procedure details: 4-benzofuran-2-yl-2,8-dimethyl-1,2,3,4-tetrahydroisoquinoline, maleate salt (99.0% AUC HPLC) was prepared as described in Example 26 from 2-acetylbenzofuran and 2-tolylmethylamine: 1H NMR (300 MHz, MeOD) δ□ 7.57 (d, J=6.9 Hz, 1H), □ 7.43 (d, J=8.1 Hz, 1H), 7.10-7.31 (m, 5H), 6.67 (s, 1H), 6.21 (s, 2H), 4.87-4.89 (m, 1H), 4.51 (s, 2H), 3.89-3.93 (m, 2H), 3.15 (s, 3H), 2.35 (s, 3H), EI MS m/z=278 [C19H19NO+H]+. Anal. Calcd. for C23H23NO5: C, 69.39; H, 6.00; N, 3.45 with 0.46% H2O and 2.5% EtOH. Fo... The product is C(\C=C/C(=O)O)(=O)O.O1C(=CC=C2C1=CC=C2)C2N(CCC1=CC=CC(=C21)C)C (4-benzofuran-2-yl-2,8-dimethyl-1,2,3,4-tetrahydroisoquinoline, maleate salt). Starting materials: COC(C)O, Cl, O=[N+]([O-])c1cccc(S(=O)(=O)NCc2ccncc2)c1, [Na+], [Na+], [Na+], [Na+], O=C([O-])[O-], O, O=S([O-])S(=O)[O-]. The product is Nc1cccc(S(=O)(=O)NCc2ccncc2)c1. Reaction SMILES: [CH3:29][O:30][CH:31]([OH:32])[CH3:33].[ClH:34].[N+:1]([O-:2])(=[O:3])[c:4]1[cH:5][c:6]([S:10](=[O:11])(=[O:12])[NH:13][CH2:14][c:15]2[cH:16][cH:17][n:18][cH:19][cH:20]2)[cH:7][cH:8][cH:9]1.[Na+:27].[Na+:28].[Na+:35].[Na+:36].[O-:37][C:38](=[O:39])[O-:40].[OH2:41].[S:21]([S:22]([O-:23])=[O:24])([O-:25])=[O:26]>>[NH2:1][c:4]1[cH:5][c:6]([S:10](=[O:11])(=[O:12])[NH:13][CH2:14][c:15]2[cH:16][cH:17][n:18][cH:19][cH:20]2)[cH:7][cH:8][cH:9]1.